Dataset: the Open Reaction Database (ORD), a public repository of structured organic reaction records. Task: describe an organic reaction: reactants, conditions, products, and yield The reactants are CS(=O)(=O)c1ccccc1S(=O)(=O)Cl, Cc1cc2[nH]nc(-c3ccccc3)c2cc1N, O, c1ccncc1. The product is Cc1cc2[nH]nc(-c3ccccc3)c2cc1NS(=O)(=O)c1ccccc1S(C)(=O)=O. RXN SMILES: [CH3:1][S:2](=[O:3])(=[O:4])[c:5]1[c:6]([S:11](=[O:12])(=[O:13])[Cl:14])[cH:7][cH:8][cH:9][cH:10]1.[NH2:15][c:16]1[cH:17][c:18]2[c:19](-[c:26]3[cH:27][cH:28][cH:29][cH:30][cH:31]3)[n:20][nH:21][c:22]2[cH:23][c:24]1[CH3:25].[OH2:38].[cH:32]1[cH:33][cH:34][n:35][cH:36][cH:37]1>>[CH3:1][S:2](=[O:3])(=[O:4])[c:5]1[c:6]([S:11](=[O:12])(=[O:13])[NH:15][c:16]2[cH:17][c:18]3[c:19](-[c:26]4[cH:27][cH:28][cH:29][cH:30][cH:31]4)[n:20][nH:21][c:22]3[cH:23][c:24]2[CH3:25])[cH:7][cH:8][cH:9][cH:10]1.